From a dataset of the Open Reaction Database (ORD), a public repository of structured organic reaction records. describe an organic reaction: reactants, conditions, products, and yield Reactants: CC1=C(CCCC1)C=O (2-Methyl-1-cyclohexene-1-carbaldehyde), C[Si](C)(C)C#N (trimethylsilyl cyanide). The reagents and catalysts are [I-].[Zn+2].[I-] (zinc iodide). Run in CCOCC (ether). Run at time 3 hour. Product: CC1=C(CCCC1)C(C#N)O (2-(2-Methyl-1-cyclohexen-1-yl)-2-hydroxyacetonitrile). As a reaction SMILES: [CH3:1][C:2]1[CH2:7][CH2:6][CH2:5][CH2:4][C:3]=1[CH:8]=[O:9].C[Si]([C:14]#[N:15])(C)C>[I-].[Zn+2].[I-].CCOCC>[CH3:1][C:2]1[CH2:7][CH2:6][CH2:5][CH2:4][C:3]=1[CH:8]([OH:9])[C:14]#[N:15] |f:2.3.4|. Procedure: 2-Methyl-1-cyclohexene-1-carbaldehyde (3.7 g., 29.8 mmole), trimethylsilyl cyanide (4.7 ml., 1.25 equivalents) and 50 mg. of zinc iodide were stirred in 50 ml. of ether for 1.5 hours at room temperature. The reaction mixture was filtered over diatomaceous earth and the filtrate concentrated in vacuo. The residual trimethylsilyl ether was taken up in 50 ml. acetone and acidified with 5 ml. 6N HCl. The mixture was stirred for 3 hours at room temperature, diluted with 500 ml. of ether, and the aque... Reactants: CCO, COc1ccc(Oc2cccc(C=O)c2)cc1, CC(=O)[O-], Cl, NO, [Na+], O. Yields the product COc1ccc(Oc2cccc(C=NO)c2)cc1. RXN SMILES: [CH3:18][CH2:19][OH:20].[CH3:1][O:2][c:3]1[cH:4][cH:5][c:6]([O:7][c:8]2[cH:9][c:10]([CH:11]=[O:12])[cH:13][cH:14][cH:15]2)[cH:16][cH:17]1.[CH3:25][C:26](=[O:27])[O-:28].[ClH:21].[NH2:22][OH:23].[Na+:24].[OH2:29]>>[CH3:1][O:2][c:3]1[cH:4][cH:5][c:6]([O:7][c:8]2[cH:9][c:10]([CH:11]=[N:22][OH:23])[cH:13][cH:14][cH:15]2)[cH:16][cH:17]1. The reactants are C(C)OC(=O)C1=CN(C=2C1=NC=C(C2)C)O (1-Hydroxy-6-methyl-1H-pyrrolo[3,2-b]pyridine-3-carboxylic acid ethyl ester). Reagents/catalysts: [OH-].[OH-].[Pd+2] (Pd(OH)2). Run in C(C)O (ethanol). Reaction conditions: time 24 hour. The product is C(C)OC(=O)C1=CNC=2C1=NC=C(C2)C (6-Methyl-1H-pyrrolo[3,2-b]pyridine-3-carboxylic acid ethyl ester). Yield: 53.9%. As a reaction SMILES: [CH2:1]([O:3][C:4]([C:6]1[C:10]2=[N:11][CH:12]=[C:13]([CH3:15])[CH:14]=[C:9]2[N:8](O)[CH:7]=1)=[O:5])[CH3:2]>C(O)C.[OH-].[OH-].[Pd+2]>[CH2:1]([O:3][C:4]([C:6]1[C:10]2=[N:11][CH:12]=[C:13]([CH3:15])[CH:14]=[C:9]2[NH:8][CH:7]=1)=[O:5])[CH3:2] |f:2.3.4|. Procedure: Pd(OH)2 (200 mg) is added to a solution of 1-Hydroxy-6-methyl-1H-pyrrolo[3,2-b]pyridine-3-carboxylic acid ethyl ester (1.2 g, 0.005 mole) in ethanol (20 mL) and is hydrogenated at 50 psi for 24 h. The catalyst is removed by filtration through a pad of celite and the solvent evaporated under vacuum. The residue is chromatographed over silica gel eluting with 5% MeOH-DCM containing few drops of NH4OH to afford 6-Methyl-1H-pyrrolo[3,2-b]pyridine-3-carboxylic acid ethyl ester (550 mg, 50%); 1H NMR (... Reactants: N1=C(C=CC=C1)CC=P(C1=CC=CC=C1)(C1=CC=CC=C1)C1=CC=CC=C1 ((2-picolyl)methylene-triphenylphosphorane), C(=O)[C@]1([C@@H](N2C(C[C@H]2S1)=O)C(=O)OC(C1=CC=CC=C1)C1=CC=CC=C1)C (benzhydryl (2S,3R,5R)-3-formyl-3-methyl-7-oxo-4-thia-1-aza-bicyclo-[3.2.0]heptane-2-carboxylate), C(Cl)Cl (methylene chloride). Solvent: C(C)OCC (diethyl ether). Run at time 2 hour. Yields the product C[C@@]1([C@@H](N2C(C[C@H]2S1)=O)C(=O)OC(C1=CC=CC=C1)C1=CC=CC=C1)\C=C\C1=NC=CC=C1 (Benzhydryl (E)-(2S,3S,5R)-3-methyl-3-(2-pyridin-2-yl- vinyl)-7-oxo-4-thia-1-aza-bicyclo[3.2.0]heptane-2-carboxylate). As a reaction SMILES: [N:1]1[CH:6]=[CH:5][CH:4]=[CH:3][C:2]=1[CH2:7][CH:8]=P(C1C=CC=CC=1)(C1C=CC=CC=1)C1C=CC=CC=1.[CH:28]([C@:30]1(C)[S:36][C@H:35]2[N:32]([C:33](=[O:37])[CH2:34]2)[C@H:31]1[C:38]([O:40][CH:41]([C:48]1[CH:53]=[CH:52][CH:51]=[CH:50][CH:49]=1)[C:42]1[CH:47]=[CH:46][CH:45]=[CH:44][CH:43]=1)=[O:39])=O.C(Cl)Cl>C(OCC)C>[CH3:28][C@@:30]1(/[CH:8]=[CH:7]/[C:2]2[CH:3]=[CH:4][CH:5]=[CH:6][N:1]=2)[S:36][C@H:35]2[N:32]([C:33](=[O:37])[CH2:34]2)[C@H:31]1[C:38]([O:40][CH:41]([C:48]1[CH:53]=[CH:52][CH:51]=[CH:50][CH:49]=1)[C:42]1[CH:43]=[CH:44][CH:45]=[CH:46][CH:47]=1)=[O:39]. Procedure: A suspension of 353 mg (1.0 mmol) of (2-picolyl)methylene-triphenylphosphorane and 381 mg (1.00 mmol) of benzhydryl (2S,3R,5R)-3-formyl-3-methyl-7-oxo-4-thia-1-aza-bicyclo-[3.2.0]heptane-2-carboxylate in 10 ml of diethyl ether was stirred at room temperature under argon for 2 hours. The mixture was treated with 10 ml of methylene chloride, insoluble material was removed by suction filtration and the filtrate was concentrated. The residue remaining behind was chromatographed over silica gel (part... Starting materials: CC1(C)CC(OCCBr)CC(C)(C)N1, CCO, [Na], O, Oc1ccc(-c2nc3ccccc3o2)cc1. Product: CC1(C)CC(OCCOc2ccc(-c3nc4ccccc4o3)cc2)CC(C)(C)N1. Reaction SMILES: [Br:18][CH2:19][CH2:20][O:21][CH:22]1[CH2:23][C:24]([CH3:30])([CH3:31])[NH:25][C:26]([CH3:28])([CH3:29])[CH2:27]1.[CH3:33][CH2:34][OH:35].[Na:1].[OH2:32].[OH:2][c:3]1[cH:4][cH:5][c:6](-[c:9]2[o:10][c:11]3[c:12]([n:13]2)[cH:14][cH:15][cH:16][cH:17]3)[cH:7][cH:8]1>>[O:2]([c:3]1[cH:4][cH:5][c:6](-[c:9]2[o:10][c:11]3[c:12]([n:13]2)[cH:14][cH:15][cH:16][cH:17]3)[cH:7][cH:8]1)[CH2:19][CH2:20][O:21][CH:22]1[CH2:23][C:24]([CH3:30])([CH3:31])[NH:25][C:26]([CH3:28])([CH3:29])[CH2:27]1. Starting materials: O=C([O-])[O-], CNCCC#N, CCOC(C)=O, O=[N+]([O-])c1ccc(Cl)nc1, [K+], [K+], CN(C)C=O. Yields the product CN(CCC#N)c1ccc([N+](=O)[O-])cn1. RXN SMILES: [C:17](=[O:18])([O-:19])[O-:20].[CH3:11][NH:12][CH2:13][CH2:14][C:15]#[N:16].[CH3:28][CH2:29][O:30][C:31]([CH3:32])=[O:33].[Cl:1][c:2]1[n:3][cH:4][c:5]([N+:8](=[O:9])[O-:10])[cH:6][cH:7]1.[K+:21].[K+:22].[O:23]=[CH:24][N:25]([CH3:26])[CH3:27]>>[c:2]1([N:12]([CH3:11])[CH2:13][CH2:14][C:15]#[N:16])[n:3][cH:4][c:5]([N+:8](=[O:9])[O-:10])[cH:6][cH:7]1. Reactants: C(C1=CC=CC=C1)N(NC([C@H](CC(C)C)[C@H](CCCC1CCCCC1)C(NOC1OCCCC1)=O)=O)C(CCCNC(=O)OCC1=CC=CC=C1)=O (2′-benzyl-2′-(4-benzyloxycarbonylaminobutyryl)-2(R)-[4-cyclohexyl-1(S)-[(tetrahydro-2(RS)-pyranyloxy)carbamoyl]butyl]-4-methylvalerohydrazide), [H][H] (hydrogen). Reagents/catalysts: [Pd] (palladium-on-charcoal). Solvent: CO (methanol). The product is NCCCC(=O)N(NC([C@H](CC(C)C)[C@H](CCCC1CCCCC1)C(NOC1OCCCC1)=O)=O)CC1=CC=CC=C1 (2′-(4-aminobutyryl)-2′-benzyl-2(R)-[4-cyclohexyl-1(S)-[(tetrahydro-2(RS)-pyranyloxy)carbamoyl]butyl]-4-methylvalerohydrazide). Reaction SMILES: [CH2:1]([N:8]([C:37](=[O:52])[CH2:38][CH2:39][CH2:40][NH:41]C(OCC1C=CC=CC=1)=O)[NH:9][C:10](=[O:36])[C@@H:11]([C@@H:16]([C:26](=[O:35])[NH:27][O:28][CH:29]1[CH2:34][CH2:33][CH2:32][CH2:31][O:30]1)[CH2:17][CH2:18][CH2:19][CH:20]1[CH2:25][CH2:24][CH2:23][CH2:22][CH2:21]1)[CH2:12][CH:13]([CH3:15])[CH3:14])[C:2]1[CH:7]=[CH:6][CH:5]=[CH:4][CH:3]=1.[H][H]>CO.[Pd]>[NH2:41][CH2:40][CH2:39][CH2:38][C:37]([N:8]([CH2:1][C:2]1[CH:7]=[CH:6][CH:5]=[CH:4][CH:3]=1)[NH:9][C:10](=[O:36])[C@@H:11]([C@@H:16]([C:26](=[O:35])[NH:27][O:28][CH:29]1[CH2:34][CH2:33][CH2:32][CH2:31][O:30]1)[CH2:17][CH2:18][CH2:19][CH:20]1[CH2:25][CH2:24][CH2:23][CH2:22][CH2:21]1)[CH2:12][CH:13]([CH3:15])[CH3:14])=[O:52]. Procedure: A solution of 2′-benzyl-2′-(4-benzyloxycarbonylaminobutyryl)-2(R)-[4-cyclohexyl-1(S)-[(tetrahydro-2(RS)-pyranyloxy)carbamoyl]butyl]-4-methylvalerohydrazide in methanol was shaken in an atmosphere of hydrogen in the presence of 10% palladium-on-charcoal catalyst for 3 hours. The catalyst was filtered off and the methanol evaporated to give 2′-(4-aminobutyryl)-2′-benzyl-2(R)-[4-cyclohexyl-1(S)-[(tetrahydro-2(RS)-pyranyloxy)carbamoyl]butyl]-4-methylvalerohydrazide in the form of a white solid. Reactants: CC1C(C(C(CC1)C(C)C)=O)CCC(C)=O (1-methyl-4-isopropyl-2-(3'-oxobutyl)-cyclohexan-3-one), Cl.NO (hydroxylamine hydrochloride). Solvent: C(C)O (ethanol). Run at temperature 150 celsius. Product: CC1=NC=2C(CCC(C2C=C1)C)C(C)C (2,5-dimethyl-8-isopropyl-5,6,7,8-tetrahydroquinoline). Reaction SMILES: [CH3:1][CH:2]1[CH2:7][CH2:6][CH:5]([CH:8]([CH3:10])[CH3:9])[C:4](=O)[CH:3]1[CH2:12][CH2:13][C:14](=O)[CH3:15].Cl.[NH2:18]O>C(O)C>[CH3:15][C:14]1[CH:13]=[CH:12][C:3]2[CH:2]([CH3:1])[CH2:7][CH2:6][CH:5]([CH:8]([CH3:10])[CH3:9])[C:4]=2[N:18]=1 |f:1.2|. Procedure: 2 g of 1-methyl-4-isopropyl-2-(3'-oxobutyl)-cyclohexan-3-one, 1.2 g of hydroxylamine hydrochloride and 100 ml of ethanol are added to a 250 ml autoclave. The autoclave is heated at 150°C for 5 hours. Thereupon, the ethanol is distilled off and the residue taken up in 40 ml of 20% potassium hydroxide solution. The mixture is extracted with diethyl ether, the extract dried over sodium sulphate and the ether subsequently distilled off. The residue is purified over a silica gel column (0.05 to 0.2 m... Starting materials: COC=1C=C(C=CC1OC)C1=NNC([C@H]2CCCC[C@@H]12)=O ((cis)-4-(3,4-Dimethoxyphenyl)-4a,5,6,7,8,8a-hexahydro-2H-phthalazin-1-one), BrCCCCCCBr (1,6-dibromohexane), compound 58. The product is COC=1C=C(C=CC1OC)C1=NN(C([C@H]2CCCC[C@@H]12)=O)CCCCCCBr ((cis)-4-(3,4-dimethoxyphenyl)-2-(6-bromo-1-hexyl)-4a,5,6,7,8,8a-hexahydro-2H-phthalazin-1-one). As a reaction SMILES: [CH3:1][O:2][C:3]1[CH:4]=[C:5]([C:11]2[C@H:20]3[C@H:15]([CH2:16][CH2:17][CH2:18][CH2:19]3)[C:14](=[O:21])[NH:13][N:12]=2)[CH:6]=[CH:7][C:8]=1[O:9][CH3:10].[Br:22][CH2:23][CH2:24][CH2:25][CH2:26][CH2:27][CH2:28]Br>>[CH3:1][O:2][C:3]1[CH:4]=[C:5]([C:11]2[C@H:20]3[C@H:15]([CH2:16][CH2:17][CH2:18][CH2:19]3)[C:14](=[O:21])[N:13]([CH2:28][CH2:27][CH2:26][CH2:25][CH2:24][CH2:23][Br:22])[N:12]=2)[CH:6]=[CH:7][C:8]=1[O:9][CH3:10]. Procedure details: Prepared from compound 1 and 1,6-dibromohexane as described for compound 58. Purified by chromatography [ethyl acetate/petroleum ether (60-80° C.), 1:2]. Crystallized from petroleum ether (60-80° C.). M.p. 74-75° C. Reactants: CCOC(=O)C=Cc1cc(CC(=O)OCC)c(N)s1, ClCCl. Product: CCOC(=O)C=Cc1cc2c(s1)NC(=O)C2. As a reaction SMILES: [CH2:1]([CH3:2])[O:3][C:4]([CH:5]=[CH:6][c:7]1[s:8][c:9]([NH2:18])[c:10]([CH2:12][C:13](=[O:14])[O:15][CH2:16][CH3:17])[cH:11]1)=[O:19].[Cl:20][CH2:21][Cl:22]>>[CH2:1]([CH3:2])[O:3][C:4]([CH:5]=[CH:6][c:7]1[s:8][c:9]2[c:10]([cH:11]1)[CH2:12][C:13](=[O:14])[NH:18]2)=[O:19].